Dataset: the Open Reaction Database (ORD), a public repository of structured organic reaction records. Task: describe an organic reaction: reactants, conditions, products, and yield Reactants: C(=C)S(=O)(=O)C1=CC=C(C=C1)Cl (p-chlorophenyl vinyl sulfone), BrC1=CC=C(C=C1)SCl (p-bromobenzenesulfenyl chloride), C(Cl)(Cl)(Cl)Cl (carbon tetrachloride). Run at time 3 day. The product is BrC1=CC=C(C=C1)SC(CCl)S(=O)(=O)C1=CC=C(C=C1)Cl (2-CHLORO-1-(p-CHLOROPHENYLSULFONYL)ETHYL p-BROMOPHENYL SULFIDE). As a reaction SMILES: [CH:1]([S:3]([C:6]1[CH:11]=[CH:10][C:9]([Cl:12])=[CH:8][CH:7]=1)(=[O:5])=[O:4])=[CH2:2].[Br:13][C:14]1[CH:19]=[CH:18][C:17]([S:20]Cl)=[CH:16][CH:15]=1.C(Cl)(Cl)(Cl)[Cl:23]>>[Br:13][C:14]1[CH:19]=[CH:18][C:17]([S:20][CH:1]([S:3]([C:6]2[CH:11]=[CH:10][C:9]([Cl:12])=[CH:8][CH:7]=2)(=[O:4])=[O:5])[CH2:2][Cl:23])=[CH:16][CH:15]=1. Procedure details: To a solution of 29.8 g (0.146 mole) of p-chlorophenyl vinyl sulfone in 50 ml of carbon tetrachloride at 25° C. was added 32.8 g (0.146 mole) of p-bromobenzenesulfenyl chloride. There was an exotherm of 4° within 52 minutes. The reaction mixture was allowed to stand for three days. Solvent was removed by evaporation at reduced pressure. The residue was recrystallized from 60 ml of ethyl acetate-petroleum ether (1:1) to give colorless needles, m.p. 76°-78°. Starting materials: C(C=C)S (allylmercaptan), [Na] (sodium), C(C)OC=1N=NC(=CC1)Cl (3-ethoxy-6-chloropyridazine). Solvent: CO (methanol). Yields the product C(C)OC=1N=NC=CC1SCC=C (3-ethoxy-4-allylthiopyridazine). Reaction SMILES: [Na].[CH2:2]([SH:5])[CH:3]=[CH2:4].[CH2:6]([O:8][C:9]1[N:10]=[N:11][C:12](Cl)=[CH:13][CH:14]=1)[CH3:7]>CO>[CH2:6]([O:8][C:9]1[N:10]=[N:11][CH:12]=[CH:13][C:14]=1[S:5][CH2:2][CH:3]=[CH2:4])[CH3:7] |^1:0|. Reported procedure: 0.57 g(0.025 mol) of metallic sodium was dissolved in 40 ml of absolute methanol and then mixed with 2.49 ml(0.025 mol) of allylmercaptan. To this mixture was added 3.96 g(0.025 mol) of 3-ethoxy-6-chloropyridazine. The reaction solution was refluxed for 24 hours and then treated according to the same manner as Example 1 to obtain the title compound as a freezing pale white crystal. The reactants are BrB(Br)Br, O=C([O-])O, ClCCl, COc1c(C=CC(=O)N(C)c2ccccc2)c(=O)c2ccc(Cl)cc2[nH]c1=O, Cl, [Na+]. Product: CN(C(=O)C=Cc1c(O)c(=O)[nH]c2cc(Cl)ccc2c1=O)c1ccccc1. RXN SMILES: [B:29]([Br:30])([Br:31])[Br:32].[C:33](=[O:34])([OH:35])[O-:36].[CH2:39]([Cl:40])[Cl:41].[Cl:1][c:2]1[cH:3][cH:4][c:5]2[c:6]([nH:7][c:8](=[O:27])[c:9]([O:25][CH3:26])[c:10]([CH:13]=[CH:14][C:15](=[O:16])[N:17]([CH3:18])[c:19]3[cH:20][cH:21][cH:22][cH:23][cH:24]3)[c:11]2=[O:12])[cH:28]1.[ClH:38].[Na+:37]>>[Cl:1][c:2]1[cH:3][cH:4][c:5]2[c:6]([nH:7][c:8](=[O:27])[c:9]([OH:25])[c:10]([CH:13]=[CH:14][C:15](=[O:16])[N:17]([CH3:18])[c:19]3[cH:20][cH:21][cH:22][cH:23][cH:24]3)[c:11]2=[O:12])[cH:28]1. Reactants: CSc1c[nH]c(C2CC3(c4ccccc4)C(OCc4cc(C(F)(F)F)cc(C(F)(F)F)c4)CCC2N3Cc2ccccc2)c1, CCOCC, Cl. Product: CSc1c[nH]c(C2CC3(c4ccccc4)NC2CCC3OCc2cc(C(F)(F)F)cc(C(F)(F)F)c2)c1. Reaction SMILES: [CH2:1]([c:2]1[cH:3][cH:4][cH:5][cH:6][cH:7]1)[N:8]1[C:9]2([c:39]3[cH:40][cH:41][cH:42][cH:43][cH:44]3)[CH:10]([O:23][CH2:24][c:25]3[cH:26][c:27]([C:35]([F:36])([F:37])[F:38])[cH:28][c:29]([C:31]([F:32])([F:33])[F:34])[cH:30]3)[CH2:11][CH2:12][CH:13]1[CH:14]([c:16]1[nH:17][cH:18][c:19]([S:21][CH3:22])[cH:20]1)[CH2:15]2.[CH3:46][CH2:47][O:48][CH2:49][CH3:50].[ClH:45]>>[NH:8]1[C:9]2([c:39]3[cH:40][cH:41][cH:42][cH:43][cH:44]3)[CH:10]([O:23][CH2:24][c:25]3[cH:26][c:27]([C:35]([F:36])([F:37])[F:38])[cH:28][c:29]([C:31]([F:32])([F:33])[F:34])[cH:30]3)[CH2:11][CH2:12][CH:13]1[CH:14]([c:16]1[nH:17][cH:18][c:19]([S:21][CH3:22])[cH:20]1)[CH2:15]2. The reactants are C(C1=CC=CC=C1)OC(=O)N[C@H]1[C@H](NC1=O)CN1C(N(CC1=O)C(=O)OC(C)(C)C)=O (tert-butyl 3-(((2R,3S)-3-(((benzyloxy)carbonyl)amino)-4-oxoazetidin-2-yl)methyl)-2,4-dioxoimidazolidine-1-carboxylate), [BH4-].[Na+] (sodium borohydride). The solvent is CCO (EtOH). Run at time 3 hour. The product is C(C1=CC=CC=C1)OC(=O)N[C@H]1[C@H](NC1=O)CN1C(N(CC1O)C(=O)OC(C)(C)C)=O (tert-Butyl 3-(((2R,3S)-3-(((benzyloxy)carbonyl)amino)-4-oxoazetidin-2-yl)methyl)-4-hydroxy-2-oxoimidazolidine-1-carboxylate). RXN SMILES: [CH2:1]([O:8][C:9]([NH:11][C@@H:12]1[C:15](=[O:16])[NH:14][C@@H:13]1[CH2:17][N:18]1[C:22](=[O:23])[CH2:21][N:20]([C:24]([O:26][C:27]([CH3:30])([CH3:29])[CH3:28])=[O:25])[C:19]1=[O:31])=[O:10])[C:2]1[CH:7]=[CH:6][CH:5]=[CH:4][CH:3]=1.[BH4-].[Na+]>CCO>[CH2:1]([O:8][C:9]([NH:11][C@@H:12]1[C:15](=[O:16])[NH:14][C@@H:13]1[CH2:17][N:18]1[CH:22]([OH:23])[CH2:21][N:20]([C:24]([O:26][C:27]([CH3:29])([CH3:28])[CH3:30])=[O:25])[C:19]1=[O:31])=[O:10])[C:2]1[CH:7]=[CH:6][CH:5]=[CH:4][CH:3]=1 |f:1.2|. Procedure details: To a solution of tert-butyl 3-(((2R,3S)-3-(((benzyloxy)carbonyl)amino)-4-oxoazetidin-2-yl)methyl)-2,4-dioxoimidazolidine-1-carboxylate (170 mg, 0.390 mmol) in EtOH (10 mL) at 0° C. was added sodium borohydride (30 mg, 0.78 mmol). After 3 h at 0° C., the mixture was quenched with saturated NH4Cl (aq) and partially concentrated in vacuo. The bilayer was extracted with DCM and the organic layer was dried over Na2SO4 and concentrated in vacuo. The resulting residue was used as such in step 5. LCMS: ... Starting materials: CC1=NC(=CC(=C1[N+](=O)[O-])N)N1CCOCC1 (2-methyl-6-morpholin-4-yl-3-nitro-pyridin-4-ylamine), [H][H] (hydrogen), diamino, IC1=C(C(=NC=C1)OC)C=O (4-iodo-2-methoxy-pyridine-3-carbaldehyde). Reagents/catalysts: [Pd] (palladium on carbon). Run in CO (methanol), CO (MeOH), CO (MeOH). Conditions: time 0.5 hour. Yields the product IC1=C(C(=NC=C1)OC)C=1NC2=C(C(=NC(=C2)N2CCOCC2)C)N1 (2-(4-Iodo-2-methoxy-pyridin-3-yl)-4-methyl-6-morpholin-4-yl-1H-imidazo[4,5-c]pyridine). Yield: 79.6%. As a reaction SMILES: [CH3:1][C:2]1[C:7]([N+:8]([O-])=O)=[C:6]([NH2:11])[CH:5]=[C:4]([N:12]2[CH2:17][CH2:16][O:15][CH2:14][CH2:13]2)[N:3]=1.[H][H].[I:20][C:21]1[CH:26]=[CH:25][N:24]=[C:23]([O:27][CH3:28])[C:22]=1[CH:29]=O>[Pd].CO>[I:20][C:21]1[CH:26]=[CH:25][N:24]=[C:23]([O:27][CH3:28])[C:22]=1[C:29]1[NH:11][C:6]2[CH:5]=[C:4]([N:12]3[CH2:17][CH2:16][O:15][CH2:14][CH2:13]3)[N:3]=[C:2]([CH3:1])[C:7]=2[N:8]=1. Reported procedure: To 2-methyl-6-morpholin-4-yl-3-nitro-pyridin-4-ylamine (220 mg, 0.924 mmol) and 10% palladium on carbon (50 mg) were added methanol (10 mL) under nitrogen. The reaction mixture was stirred under hydrogen atmosphere (hydrogen balloon) for 18 hours. The solution was filtered through a pad of celite and the filtercake was washed with a small amount of MeOH. The product in MeOH was concentrated and used for the next step without purification; LCMS (+ESI, M+H+) m/z 209. To the crude diamino in MeOH (... Reactants: O=C([O-])[O-], COC(=O)C(C)(C)C(CCCCc1ccccc1)OS(C)(=O)=O, COc1ccc(S)cc1, CO, [K+], [K+]. Product: COC(=O)C(C)(C)C(CCCCc1ccccc1)Sc1ccc(OC)cc1. As a reaction SMILES: [C:33](=[O:34])([O-:35])[O-:36].[CH3:1][S:2]([O:3][CH:6]([C:7]([C:8](=[O:9])[O:10][CH3:11])([CH3:12])[CH3:13])[CH2:14][CH2:15][CH2:16][CH2:17][c:18]1[cH:19][cH:20][cH:21][cH:22][cH:23]1)(=[O:4])=[O:5].[CH3:24][O:25][c:26]1[cH:27][cH:28][c:29]([SH:32])[cH:30][cH:31]1.[CH3:39][OH:40].[K+:37].[K+:38]>>[CH:6]([C:7]([C:8](=[O:9])[O:10][CH3:11])([CH3:12])[CH3:13])([CH2:14][CH2:15][CH2:16][CH2:17][c:18]1[cH:19][cH:20][cH:21][cH:22][cH:23]1)[S:32][c:29]1[cH:28][cH:27][c:26]([O:25][CH3:24])[cH:31][cH:30]1.